Dataset: the Open Reaction Database (ORD), a public repository of structured organic reaction records. Task: describe an organic reaction: reactants, conditions, products, and yield Reactants: FC1=C(C=C(C=C1)[N+](=O)[O-])C=1OC2=C(N1)C=C(C=C2)C2=CC=CC=C2 (2-(2-fluoro-5-nitrophenyl)-5-phenylbenzoxazole), C(C)N (ethylamine). The product is [N+](=O)([O-])C=1C=CC(=C(C1)C=1OC2=C(N1)C=C(C=C2)C2=CC=CC=C2)NCC (2-(5-Nitro-2-ethylaminophenyl)-5-phenylbenzoxazole). Reaction SMILES: F[C:2]1[CH:7]=[CH:6][C:5]([N+:8]([O-:10])=[O:9])=[CH:4][C:3]=1[C:11]1[O:12][C:13]2[CH:19]=[CH:18][C:17]([C:20]3[CH:25]=[CH:24][CH:23]=[CH:22][CH:21]=3)=[CH:16][C:14]=2[N:15]=1.[CH2:26]([NH2:28])[CH3:27]>>[N+:8]([C:5]1[CH:6]=[CH:7][C:2]([NH:28][CH2:26][CH3:27])=[C:3]([C:11]2[O:12][C:13]3[CH:19]=[CH:18][C:17]([C:20]4[CH:25]=[CH:24][CH:23]=[CH:22][CH:21]=4)=[CH:16][C:14]=3[N:15]=2)[CH:4]=1)([O-:10])=[O:9]. Reported procedure: Prepared by the method of Example 54a), from 2-(2-fluoro-5-nitrophenyl)-5-phenylbenzoxazole (200 mg, 0.60 mmol), and ethylamine (3 ml) the subtitle compound was obtained (217 mg, 100%). MS 360 m/z (M+H)+. Starting materials: B1C2CCCC1CCC2, C=CCCCC(=O)c1ccc(-c2ccc(Cl)cc2Cl)cc1, [Na], O. The product is O=C(CCCCCO)c1ccc(-c2ccc(Cl)cc2Cl)cc1. Reaction SMILES: [CH:24]12[CH2:25][CH2:26][CH2:27][CH:28]([BH:29]1)[CH2:30][CH2:31][CH2:32]2.[Cl:1][c:2]1[c:3](-[c:9]2[cH:10][cH:11][c:12]([C:15]([CH2:16][CH2:17][CH2:18][CH:19]=[CH2:20])=[O:21])[cH:13][cH:14]2)[cH:4][cH:5][c:6]([Cl:8])[cH:7]1.[Na:22].[OH2:23]>>[Cl:1][c:2]1[c:3](-[c:9]2[cH:10][cH:11][c:12]([C:15]([CH2:16][CH2:17][CH2:18][CH2:19][CH2:20][OH:23])=[O:21])[cH:13][cH:14]2)[cH:4][cH:5][c:6]([Cl:8])[cH:7]1. The reactants are OC1=CC=C(C=C1)C1(CCC1)C(CC(C)C)NC(OC(C)(C)C)=O (tert-Butyl 1-[1-(4-hydroxyphenyl)cyclobutyl]-3-methylbutyl-carbamate), C([O-])([O-])=O.[Cs+].[Cs+] (cesium carbonate), BrCC(=O)OCC (ethyl bromoacetate). The solvent is C(C)(=O)OCC (ethyl acetate), CN(C)C=O (DMF). Run at temperature 70 celsius, time 8 hour. Yields the product C(C)(C)(C)OC(=O)NC(CC(C)C)C1(CCC1)C1=CC=C(OCC(=O)OCC)C=C1 (ethyl 2-[4-(1-(1-(tert-butoxycarbonylamino)-3-methylbutyl)-cyclobutyl)phenoxy]-acetate). As a reaction SMILES: [OH:1][C:2]1[CH:7]=[CH:6][C:5]([C:8]2([CH:12]([NH:17][C:18](=[O:24])[O:19][C:20]([CH3:23])([CH3:22])[CH3:21])[CH2:13][CH:14]([CH3:16])[CH3:15])[CH2:11][CH2:10][CH2:9]2)=[CH:4][CH:3]=1.C(=O)([O-])[O-].[Cs+].[Cs+].Br[CH2:32][C:33]([O:35][CH2:36][CH3:37])=[O:34]>CN(C=O)C.C(OCC)(=O)C>[C:20]([O:19][C:18]([NH:17][CH:12]([C:8]1([C:5]2[CH:6]=[CH:7][C:2]([O:1][CH2:32][C:33]([O:35][CH2:36][CH3:37])=[O:34])=[CH:3][CH:4]=2)[CH2:9][CH2:10][CH2:11]1)[CH2:13][CH:14]([CH3:16])[CH3:15])=[O:24])([CH3:22])([CH3:21])[CH3:23] |f:1.2.3|. Procedure: To a stirred solution of phenol 67 (0.5 g, 0.0015 mole) in 25 mL of anhydrous DMF was added cesium carbonate (Cs2CO3). The resulting mixture was heated at 70° C. for 12 hours. The reaction mixture was cooled to room temperature and added ethyl bromoacetate. The reaction mixture was further stirred at 70° C. for 8 hours and the progress of the reaction was monitored by TLC. The reaction mixture was diluted with ethyl acetate (100 mL), washed with water (50 mL×2), dried over anhydrous sodium sulfa... Starting materials: BrC1=C(N)C=CC=C1 (2-bromoaniline), [N+](=O)(O)[O-] (nitric acid), C(C)(=O)OC(C)=O (acetic anhydride). The product is BrC1=C(C(=CC=C1)[N+](=O)[O-])NC(C)=O (N-(2-bromo-6-nitrophenyl)acetamide). Yield: 16.7%. Reaction SMILES: [Br:1][C:2]1[CH:8]=[CH:7][CH:6]=[CH:5][C:3]=1[NH2:4].[N+:9]([O-:12])(O)=[O:10].[C:13](OC(=O)C)(=[O:15])[CH3:14]>>[Br:1][C:2]1[CH:8]=[CH:7][CH:6]=[C:5]([N+:9]([O-:12])=[O:10])[C:3]=1[NH:4][C:13](=[O:15])[CH3:14]. Procedure details: To a solution of 2-bromoaniline (XC) (50 g, 0.29 mol, 1 eq) in acetic anhydride (265 mL) was added dropwise nitric acid (fuming) (36.75 mL, 0.93 mol, 3.2 eq) at 0° C. and then stirred at that temperature, when the starting material was consumed, the mixture was filtered, the filtrate was poured into ice water. The aqueous phase was basified with aqueous solution of sodium bicarbonate to pH=7, then the mixture was extracted with EtOAc (30 mL×3). The organic layers were combined, dried and concent... The reactants are [Si](C)(C)(C(C)(C)C)OC[C@@H]1N(C(CC1)=O)CC=1SC=C(N1)/C=C/C(=O)OCCCC (butyl (2E)-3-(2-{[(2R)-2-({[tert-butyl(dimethyl)silyl]oxy}methyl)-5-oxo-1-pyrrolidinyl]methyl}-1,3-thiazol-4-yl)-2-propenoate), Cl (hydrochloric acid). Run in C(CCC)O (n-butanol). The product is OC[C@@H]1N(C(CC1)=O)CC=1SC=C(N1)/C=C/C(=O)OCCCC (butyl (2E)-3-(2-{[(2R)-2-(hydroxymethyl)-5-oxo-1-pyrrolidinyl]methyl}-1,3-thiazol-4-yl)-2-propenoate). Yield: 99.8%. Reaction SMILES: [Si]([O:8][CH2:9][C@H:10]1[CH2:14][CH2:13][C:12](=[O:15])[N:11]1[CH2:16][C:17]1[S:18][CH:19]=[C:20](/[CH:22]=[CH:23]/[C:24]([O:26][CH2:27][CH2:28][CH2:29][CH3:30])=[O:25])[N:21]=1)(C(C)(C)C)(C)C.Cl>C(O)CCC>[OH:8][CH2:9][C@H:10]1[CH2:14][CH2:13][C:12](=[O:15])[N:11]1[CH2:16][C:17]1[S:18][CH:19]=[C:20](/[CH:22]=[CH:23]/[C:24]([O:26][CH2:27][CH2:28][CH2:29][CH3:30])=[O:25])[N:21]=1. Reported procedure: To a solution of the compound 73 (952 mg) in n-butanol (4.40 mL) was added 2N hydrochloric acid (2.20 mL) at room temperature and the solution was stirred at room temperature for 3 Hours. The reaction solution was concentrated and azeotroped with toluene. Ethyl acetate and an aqueous saturated sodium carbonate solution were added thereto and the solution was separated. The organic layer was washed with brine, dried over anhydrous sodium sulfate and concentrated to give the title compound (710 mg... Reactants: C(C(=O)Cl)(=O)Cl (oxalyl chloride), C(C)(C)(C)C1=C(C=C(C(=O)O)C=C1)[N+](=O)[O-] (4-t-butyl-3-nitrobenzoic acid), N1=CC=CC=C1 (pyridine), CO (methanol). Solvent: C(Cl)Cl (methylene chloride), CN(C=O)C (dimethylformamide). Conditions: time 4 hour. Yields the product C(C)(C)(C)C1=C(C=C(C(=O)OC)C=C1)[N+](=O)[O-] (Methyl 4-t-butyl-3-nitrobenzoate). The yield is 101.8%. As a reaction SMILES: [C:1](Cl)(=O)C(Cl)=O.[C:7]([C:11]1[CH:19]=[CH:18][C:14]([C:15]([OH:17])=[O:16])=[CH:13][C:12]=1[N+:20]([O-:22])=[O:21])([CH3:10])([CH3:9])[CH3:8].N1C=CC=CC=1.CO>C(Cl)Cl.CN(C)C=O>[C:7]([C:11]1[CH:19]=[CH:18][C:14]([C:15]([O:17][CH3:1])=[O:16])=[CH:13][C:12]=1[N+:20]([O-:22])=[O:21])([CH3:10])([CH3:8])[CH3:9]. Procedure details: 13 ml (0.15 mol) of oxalyl chloride were added, with ice-cooling, to a solution of 20.9 g (0.094 mol) of 4-t-butyl-3-nitrobenzoic acid in 200 ml of methylene chloride, and then 0.3 ml of dimethylformamide was added to the resulting mixture. After this addition, the temperature of the reaction mixture was allowed to rise to room temperature, and the mixture was then stirred at room temperature for 4 hours. At the end of this time, any excess of the reagent and the solvent were removed by distilla...